This data is from the Open Reaction Database (ORD), a public repository of structured organic reaction records. The task is: describe an organic reaction: reactants, conditions, products, and yield Reported procedure: To a solution of methyl 3-amino-5-chloro-2-ethylbenzoate (1.5 g, 7.02 mmol) in 1,2-Dichloroethane (28 ml) at room temperature and under nitrogen was added oxan-4-one (1.3 ml, 14.04 mmol) followed by acetic acid (2.41 ml, 42.12 mmol). This solution was stirred for 5 minutes before the addition of sodium triacetoxyborohydride (4.46 g, 21.06 mmol) at room temperature. After stirring for 20 hours, deionized water (28 ml) was added and the mixture was neutralized with solid NaHCO3. The phases were se... Isolated yield 84.2%. Product: ClC=1C=C(C(=C(C(=O)OC)C1)CC)NC1CCOCC1 (methyl 5-chloro-2-ethyl-3-[(oxan-4-yl)amino]benzoate). Run in O (water), ClCCCl (1,2-Dichloroethane). Starting materials: C(C)(=O)O[BH-](OC(C)=O)OC(C)=O.[Na+] (sodium triacetoxyborohydride), C(=O)(O)[O-].[Na+] (NaHCO3), NC=1C(=C(C(=O)OC)C=C(C1)Cl)CC (methyl 3-amino-5-chloro-2-ethylbenzoate), O1CCC(CC1)=O (oxan-4-one), C(C)(=O)O (acetic acid). Reaction SMILES: [NH2:1][C:2]1[C:3]([CH2:13][CH3:14])=[C:4]([CH:9]=[C:10]([Cl:12])[CH:11]=1)[C:5]([O:7][CH3:8])=[O:6].[O:15]1[CH2:20][CH2:19][C:18](=O)[CH2:17][CH2:16]1.C(O)(=O)C.C(O[BH-](OC(=O)C)OC(=O)C)(=O)C.[Na+].C([O-])(O)=O.[Na+]>ClCCCl.O>[Cl:12][C:10]1[CH:11]=[C:2]([NH:1][CH:18]2[CH2:19][CH2:20][O:15][CH2:16][CH2:17]2)[C:3]([CH2:13][CH3:14])=[C:4]([CH:9]=1)[C:5]([O:7][CH3:8])=[O:6] |f:3.4,5.6|. Run at time 20 hour. Starting materials: NC1=C(C=C(C=C1)CC#N)[N+](=O)[O-] (1-amino-2-nitro-4-cyanomethylbenzene). The reagents and catalysts are [Pd] (Pd/C). Solvent: C(C)O (ethanol). The product is NC1=C(C=C(C=C1)CC#N)N (1,2-diamino-4-cyanomethylbenzene). As a reaction SMILES: [NH2:1][C:2]1[CH:7]=[CH:6][C:5]([CH2:8][C:9]#[N:10])=[CH:4][C:3]=1[N+:11]([O-])=O>C(O)C.[Pd]>[NH2:1][C:2]1[CH:7]=[CH:6][C:5]([CH2:8][C:9]#[N:10])=[CH:4][C:3]=1[NH2:11]. Procedure: A solution of 1-amino-2-nitro-4-cyanomethylbenzene (6 g.) in ethanol (100 ml.) was hydrogenated for 1.5 hour at atmospheric pressure in presence of 3.6 g. of 10% w/w Pd/C. The catalyst was removed and the solvent was evaporated to give 1,2-diamino-4-cyanomethylbenzene which was used without further purification. Reactants: CCCCC([Sn])=C(CCCC)CCCC, Cc1ccccc1, CCOC(C)=O, Fc1cccc(F)c1Nc1ccc(I)cn1, c1ccc(P(c2ccccc2)(c2ccccc2)[Pd](P(c2ccccc2)(c2ccccc2)c2ccccc2)(P(c2ccccc2)(c2ccccc2)c2ccccc2)P(c2ccccc2)(c2ccccc2)c2ccccc2)cc1. Yields the product C=Cc1ccc(Nc2c(F)cccc2F)nc1. As a reaction SMILES: [CH2:17]([CH2:18][CH2:30][CH3:31])[C:19]([Sn:20])=[C:21]([CH2:22][CH2:23][CH2:24][CH3:25])[CH2:26][CH2:27][CH2:28][CH3:29].[CH3:32][c:33]1[cH:34][cH:35][cH:36][cH:37][cH:38]1.[CH3:39][CH2:40][O:41][C:42](=[O:43])[CH3:44].[F:1][c:2]1[c:3]([NH:9][c:10]2[n:11][cH:12][c:13]([I:16])[cH:14][cH:15]2)[c:4]([F:8])[cH:5][cH:6][cH:7]1.[cH:45]1[cH:46][cH:47][c:48]([P:49]([Pd:50]([P:51]([c:52]2[cH:53][cH:54][cH:55][cH:56][cH:57]2)([c:58]2[cH:59][cH:60][cH:61][cH:62][cH:63]2)[c:64]2[cH:65][cH:66][cH:67][cH:68][cH:69]2)([P:70]([c:71]2[cH:72][cH:73][cH:74][cH:75][cH:76]2)([c:77]2[cH:78][cH:79][cH:80][cH:81][cH:82]2)[c:83]2[cH:84][cH:85][cH:86][cH:87][cH:88]2)[P:89]([c:90]2[cH:91][cH:92][cH:93][cH:94][cH:95]2)([c:96]2[cH:97][cH:98][cH:99][cH:100][cH:101]2)[c:102]2[cH:103][cH:104][cH:105][cH:106][cH:107]2)([c:108]2[cH:109][cH:110][cH:111][cH:112][cH:113]2)[c:114]2[cH:115][cH:116][cH:117][cH:118][cH:119]2)[cH:120][cH:121]1>>[F:1][c:2]1[c:3]([NH:9][c:10]2[n:11][cH:12][c:13]([CH:17]=[CH2:18])[cH:14][cH:15]2)[c:4]([F:8])[cH:5][cH:6][cH:7]1. Reactants: FC(C1=CC(=CC=C1)C1=CC=NC=2N1C=NC2)(F)F (4-(α,α,α-trifluoro-m-tolyl)imidazo[1,5-a]pyrimidine), ClN1C(CCC1=O)=O (N-chlorosuccinimide), ice, [OH-].[Na+] (sodium hydroxide). Run in C(Cl)(Cl)Cl (chloroform). Product: ClC=1N=CN2C1N=CC=C2C=2C=C(C=CC2)C(F)(F)F (8-Chloro-4-(α,α,α-trifluoro-m-tolyl)imidazo[1,5-a]pyrimidine). As a reaction SMILES: [F:1][C:2]([F:19])([F:18])[C:3]1[CH:8]=[CH:7][CH:6]=[C:5]([C:9]2[N:14]3[CH:15]=[N:16][CH:17]=[C:13]3[N:12]=[CH:11][CH:10]=2)[CH:4]=1.[Cl:20]N1C(=O)CCC1=O.[OH-].[Na+]>C(Cl)(Cl)Cl>[Cl:20][C:17]1[N:16]=[CH:15][N:14]2[C:9]([C:5]3[CH:4]=[C:3]([C:2]([F:18])([F:1])[F:19])[CH:8]=[CH:7][CH:6]=3)=[CH:10][CH:11]=[N:12][C:13]=12 |f:2.3|. Procedure details: To a solution of 0.01 mole of 4-(α,α,α-trifluoro-m-tolyl)imidazo[1,5-a]pyrimidine in chloroform is added 0.011 mole of N-chlorosuccinimide. The mixture is heated on a steam bath for one hour, cooled and poured into an ice-cold solution of 2.5 N sodium hydroxide. The organic layer is separated, dried (MgSO4) and passed through a column of hydrous magnesium silicate with chloroform as eluent. The eluent is concentrated to dryness to give the product of the example. Starting materials: CS(=O)(=O)c1ccc(C(CC2CCCC2)C(=O)O)cc1Br, ClCCl, CN(C)C=O, C[Si](C)(C)N[Si](C)(C)C, CO, O=C(Cl)C(=O)Cl. Product: CS(=O)(=O)c1ccc(C(CC2CCCC2)C(N)=O)cc1Br. As a reaction SMILES: [Br:1][c:2]1[cH:3][c:4]([CH:12]([C:13](=[O:14])[OH:15])[CH2:16][CH:17]2[CH2:18][CH2:19][CH2:20][CH2:21]2)[cH:5][cH:6][c:7]1[S:8](=[O:9])(=[O:10])[CH3:11].[CH2:42]([Cl:43])[Cl:44].[CH3:22][N:23]([CH3:24])[CH:25]=[O:26].[CH3:33][Si:34]([CH3:35])([CH3:36])[NH:37][Si:38]([CH3:39])([CH3:40])[CH3:41].[CH3:45][OH:46].[Cl:27][C:28]([C:29]([Cl:30])=[O:31])=[O:32]>>[Br:1][c:2]1[cH:3][c:4]([CH:12]([C:13](=[O:14])[NH2:23])[CH2:16][CH:17]2[CH2:18][CH2:19][CH2:20][CH2:21]2)[cH:5][cH:6][c:7]1[S:8](=[O:9])(=[O:10])[CH3:11]. Reactants: C(#C)C1=CC=C(C=C1)OC (4-ethynyl-anisole), IC1=C(C=CC=C1)O (2-iodophenol). The product is COC1=CC=C(C=C1)C1=CC2=C(O1)C=CC=C2 (2-(4-Methoxy-phenyl)-benzo[b]furan). As a reaction SMILES: [C:1]([C:3]1[CH:8]=[CH:7][C:6]([O:9][CH3:10])=[CH:5][CH:4]=1)#[CH:2].I[C:12]1[CH:17]=[CH:16][CH:15]=[CH:14][C:13]=1[OH:18]>>[CH3:10][O:9][C:6]1[CH:7]=[CH:8][C:3]([C:1]2[O:18][C:13]3[CH:14]=[CH:15][CH:16]=[CH:17][C:12]=3[CH:2]=2)=[CH:4][CH:5]=1. Reported procedure: The general procedure was used to convert 4-ethynyl-anisole and 2-iodophenol to the title product. Purification by flash chromatography (20% ethyl acetate in hexanes as the eluent) gave the analytically pure product as a white solid (277 mg, 62% yield). 1H NMR (300 MHz, CDCl3) δ 7.77 (d, J=8.48, 2H), 7.54-7.47 (m, 2H), 7.34-7.20 (m, 2H), 6.95 (d, 2H), 6.85 (s, 1H), 3.82 (s, 3H). 13C NMR (75 MHz, CDCl3) δ 159.95, 156.03, 154.68, 129.49, 126.39, 123.72, 123.31, 122.81, 120.55, 114.22, 110.97, 99.6...